Dataset: the Open Reaction Database (ORD), a public repository of structured organic reaction records. Task: describe an organic reaction: reactants, conditions, products, and yield Reactants: CC(C)(C)OC(=O)N1CCC(C#N)C1, C1CCOC1, C[Si](C)(C)[N-][Si](C)(C)C, CI, [Li+]. Yields the product CC1(C#N)CCN(C(=O)OC(C)(C)C)C1. Reaction SMILES: [C:1](#[N:2])[CH:3]1[CH2:4][N:5]([C:8](=[O:9])[O:10][C:11]([CH3:12])([CH3:13])[CH3:14])[CH2:6][CH2:7]1.[CH2:27]1[O:28][CH2:29][CH2:30][CH2:31]1.[CH3:16][Si:17]([N-:18][Si:19]([CH3:20])([CH3:21])[CH3:22])([CH3:23])[CH3:24].[I:25][CH3:26].[Li+:15]>>[C:1](#[N:2])[C:3]1([CH3:16])[CH2:4][N:5]([C:8](=[O:9])[O:10][C:11]([CH3:12])([CH3:13])[CH3:14])[CH2:6][CH2:7]1.